From a dataset of the Open Reaction Database (ORD), a public repository of structured organic reaction records. describe an organic reaction: reactants, conditions, products, and yield Starting materials: Cc1ccccc1, O=C(c1ccccn1)c1cc(C(F)(F)F)nc2c(C(F)(F)F)cccc12. RXN SMILES: [CH3:27][c:28]1[cH:29][cH:30][cH:31][cH:32][cH:33]1.[F:1][C:2]([c:3]1[n:4][c:5]2[c:6]([C:21]([F:22])([F:23])[F:24])[cH:7][cH:8][cH:9][c:10]2[c:11]([C:13](=[O:14])[c:15]2[n:16][cH:17][cH:18][cH:19][cH:20]2)[cH:12]1)([F:25])[F:26]>>[F:1][C:2]([c:3]1[n:4][c:5]2[c:6]([C:21]([F:22])([F:23])[F:24])[cH:7][cH:8][cH:9][c:10]2[c:11]([CH:13]([OH:14])[c:15]2[n:16][cH:17][cH:18][cH:19][cH:20]2)[cH:12]1)([F:25])[F:26]. Yields the product OC(c1ccccn1)c1cc(C(F)(F)F)nc2c(C(F)(F)F)cccc12.